Dataset: the Open Reaction Database (ORD), a public repository of structured organic reaction records. Task: describe an organic reaction: reactants, conditions, products, and yield Starting materials: C(C)(C)(C)OC(=O)CCCCCC(C(=O)OC)=O (methyl 7-tert-butoxycarbonyl-2-oxoheptanoate), C(C)(=O)O[BH-](OC(C)=O)OC(C)=O.[Na+] (sodium triacetoxyborohydride). Solvent: ClCCCl (1,2-dichloroethane). Run at time 16 hour. The product is C(C)(C)(C)OC(=O)CCCCCC(C(=O)OC)O (Methyl 7-tert-Butoxycarbonyl-2-hydroxyheptanoate). Isolated yield 55.0%. As a reaction SMILES: [C:1]([O:5][C:6]([CH2:8][CH2:9][CH2:10][CH2:11][CH2:12][C:13](=[O:18])[C:14]([O:16][CH3:17])=[O:15])=[O:7])([CH3:4])([CH3:3])[CH3:2].C(O[BH-](OC(=O)C)OC(=O)C)(=O)C.[Na+]>ClCCCl>[C:1]([O:5][C:6]([CH2:8][CH2:9][CH2:10][CH2:11][CH2:12][CH:13]([OH:18])[C:14]([O:16][CH3:17])=[O:15])=[O:7])([CH3:4])([CH3:3])[CH3:2] |f:1.2|. Reported procedure: A solution of crude methyl 7-tert-butoxycarbonyl-2-oxoheptanoate (1 g) in 1,2-dichloroethane (10 ml) was treated with sodium triacetoxyborohydride (822 mg, 3.88 mmol). The mixture was stirred at room temperature for 16 hours, quenched with sat. aq. sodium bicarbonate and extracted with ether. The organic phase was washed with aq. sodium bicarbonate, brine, dried over sodium sulfate and concentrated in vacuo. The residue was chromatographed on silica gel (hexane:ethyl acetate=4:1) to give the tit... The reactants are CO, O=C(C=P(c1ccccc1)(c1ccccc1)c1ccccc1)CCl, Cn1c(C(F)(F)F)cc(=O)n(-c2ccc(Cl)c(C=O)c2)c1=O. Product: Cn1c(C(F)(F)F)cc(=O)n(-c2ccc(Cl)c(C=CC(=O)CCl)c2)c1=O. RXN SMILES: [CH3:47][OH:48].[Cl:1][CH2:2][C:3](=[O:4])[CH:5]=[P:6]([c:7]1[cH:8][cH:9][cH:10][cH:11][cH:12]1)([c:13]1[cH:14][cH:15][cH:16][cH:17][cH:18]1)[c:19]1[cH:20][cH:21][cH:22][cH:23][cH:24]1.[Cl:25][c:26]1[c:27]([CH:45]=[O:46])[cH:28][c:29](-[n:32]2[c:33](=[O:44])[n:34]([CH3:43])[c:35]([C:39]([F:40])([F:41])[F:42])[cH:36][c:37]2=[O:38])[cH:30][cH:31]1>>[Cl:1][CH2:2][C:3](=[O:4])[CH:5]=[CH:45][c:27]1[c:26]([Cl:25])[cH:31][cH:30][c:29](-[n:32]2[c:33](=[O:44])[n:34]([CH3:43])[c:35]([C:39]([F:40])([F:41])[F:42])[cH:36][c:37]2=[O:38])[cH:28]1. Reactants: C1(=CC=CC=C1)CN1CCC(CC1)C=CC(=O)C=1SC2=C(N1)C=CC=C2 (2-benzothiazolyl 2-[1-(phenylmethyl)-4-piperidinyl]vinyl ketone). The reagents and catalysts are O=[Pt]=O (PtO2). The solvent is C(C)(=O)OCC.C(C)O (ethyl acetate ethanol). The product is S1C(=NC2=C1C=CC=C2)C(CCC2CCN(CC2)CC2=CC=CC=C2)=O (1-(Benzothiazol-2-yl)-3-[1-(phenylmethyl)-4-piperidinyl]-1-propanone). Isolated yield 105.6%. As a reaction SMILES: [C:1]1([CH2:7][N:8]2[CH2:13][CH2:12][CH:11]([CH:14]=[CH:15][C:16]([C:18]3[S:19][C:20]4[CH:26]=[CH:25][CH:24]=[CH:23][C:21]=4[N:22]=3)=[O:17])[CH2:10][CH2:9]2)[CH:6]=[CH:5][CH:4]=[CH:3][CH:2]=1>C(OCC)(=O)C.C(O)C.O=[Pt]=O>[S:19]1[C:20]2[CH:26]=[CH:25][CH:24]=[CH:23][C:21]=2[N:22]=[C:18]1[C:16](=[O:17])[CH2:15][CH2:14][CH:11]1[CH2:12][CH2:13][N:8]([CH2:7][C:1]2[CH:6]=[CH:5][CH:4]=[CH:3][CH:2]=2)[CH2:9][CH2:10]1 |f:1.2|. Reported procedure: A solution of 2-benzothiazolyl 2-[1-(phenylmethyl)-4-piperidinyl]vinyl ketone (146 mg, 0.4 mmol) in a mixture of ethyl acetate/ethanol (10 ml/10 ml) was treated with PtO2 (20 mg) and hydrogenated at 50 psi for 3 hours. The mixture was filtered through Celite® and the filtrate was concentrated to dryness to give 0.154 g of a dark oil. The oil was purified through silica gel column chromatography using chloroform as eluent to give 37 mg of the title compound as a brown oil. Reactants: C(C1=CC=CC=C1)OC1=CC=C(CO)C=C1 (4-benzyloxybenzyl alcohol), Cl[Si](C)(C)C (chlorotrimethylsilane). Reaction SMILES: [CH2:1]([O:8][C:9]1[CH:16]=[CH:15][C:12]([CH2:13]O)=[CH:11][CH:10]=1)[C:2]1[CH:7]=[CH:6][CH:5]=[CH:4][CH:3]=1.[Cl:17][Si](C)(C)C>CS(C)=O>[CH2:1]([O:8][C:9]1[CH:16]=[CH:15][C:12]([CH2:13][Cl:17])=[CH:11][CH:10]=1)[C:2]1[CH:7]=[CH:6][CH:5]=[CH:4][CH:3]=1. The solvent is CS(=O)C (dimethylsulfoxide). Reported procedure: A reaction and post-treatment were carried out following the conditions of Example 71 using 3 g (14 mmol) of 4-benzyloxybenzyl alcohol, 80 ml of chlorotrimethylsilane, 1.09 ml of dimethylsulfoxide, to obtain 4-benzyloxybenzyl chloride. Yields the product C(C1=CC=CC=C1)OC1=CC=C(CCl)C=C1 (4-benzyloxybenzyl chloride). The reactants are CC1=CC=C(C=C1)S(=O)(=O)[O-].C(C1=CC=CC=C1)OC(=O)NC(CC[N+](C)(C)CCOCCOCCOC)(C)C (3-(((benzyloxy)carbonyl)amino)-N-(2-(2-(2-methoxyethoxy)ethoxy)ethyl)-N,N,3-trimethylbutan-1-aminium 4-methylbenzenesulfonate). The reagents and catalysts are [Pd] (palladium on carbon). The solvent is CO (methanol). Reaction conditions: time 18 hour. Yields the product CC1=CC=C(C=C1)S(=O)(=O)[O-].NC(CC[N+](C)(C)CCOCCOCCOC)(C)C (3-Amino-N-(2-(2-(2-methoxyethoxy)ethoxy)ethyl)-N,N,3-trimethylbutan-1-aminium 4-methylbenzenesulfonate). Yield: 113.6%. As a reaction SMILES: [CH3:1][C:2]1[CH:7]=[CH:6][C:5]([S:8]([O-:11])(=[O:10])=[O:9])=[CH:4][CH:3]=1.C(OC([NH:22][C:23]([CH3:40])([CH3:39])[CH2:24][CH2:25][N+:26]([CH2:29][CH2:30][O:31][CH2:32][CH2:33][O:34][CH2:35][CH2:36][O:37][CH3:38])([CH3:28])[CH3:27])=O)C1C=CC=CC=1>[Pd].CO>[CH3:1][C:2]1[CH:3]=[CH:4][C:5]([S:8]([O-:11])(=[O:10])=[O:9])=[CH:6][CH:7]=1.[NH2:22][C:23]([CH3:40])([CH3:39])[CH2:24][CH2:25][N+:26]([CH2:29][CH2:30][O:31][CH2:32][CH2:33][O:34][CH2:35][CH2:36][O:37][CH3:38])([CH3:27])[CH3:28] |f:0.1,4.5|. Procedure details: Under a nitrogen atmosphere, palladium on carbon (10%, 200 mg) was added to a solution of 3-(((benzyloxy)carbonyl)amino)-N-(2-(2-(2-methoxyethoxy)ethoxy)ethyl)-N,N,3-trimethylbutan-1-aminium 4-methylbenzenesulfonate (0.93 g, 2.2 mmol) in 15 mL of methanol. The flask was degassed and placed under a hydrogen atmosphere, stirring for 18 hours at room temperature. The suspension was filtered through a pad of Celite® washing with methanol, and the filtrate was concentrated under reduced pressure to g...